From a dataset of the Open Reaction Database (ORD), a public repository of structured organic reaction records. describe an organic reaction: reactants, conditions, products, and yield Reactants: CCN(C(C)C)C(C)C (Hunig's Base), N1CCC(CC1)C(=O)OCC (ethyl piperidine-4-carboxylate), N1C(=NC2=C1C=CC=C2)C(=O)O (1H-benzo[d]imidazole-2-carboxylic acid), CCN=C=NCCCN(C)C (EDCI), ON1N=NC2=C1C=CC=C2 (1-HYDROXYBENZOTRIAZOLE). Run in O (water), C(C)(=O)OCC (ethyl acetate), C(Cl)Cl (DCM), O (H2O). Conditions: time 8 hour. Product: N1C(=NC2=C1C=CC=C2)C(=O)N2CCC(CC2)C(=O)OCC (ethyl 1-(1H-benzo[d]imidazole-2-carbonyl)piperidine-4-carboxylate). As a reaction SMILES: [NH:1]1[C:5]2[CH:6]=[CH:7][CH:8]=[CH:9][C:4]=2[N:3]=[C:2]1[C:10]([OH:12])=O.CCN=C=NCCCN(C)C.ON1C2C=CC=CC=2N=N1.CCN(C(C)C)C(C)C.[NH:43]1[CH2:48][CH2:47][CH:46]([C:49]([O:51][CH2:52][CH3:53])=[O:50])[CH2:45][CH2:44]1>C(Cl)Cl.O.C(OCC)(=O)C>[NH:3]1[C:4]2[CH:9]=[CH:8][CH:7]=[CH:6][C:5]=2[N:1]=[C:2]1[C:10]([N:43]1[CH2:48][CH2:47][CH:46]([C:49]([O:51][CH2:52][CH3:53])=[O:50])[CH2:45][CH2:44]1)=[O:12]. Procedure details: 1H-benzo[d]imidazole-2-carboxylic acid, H2O (500 mg, 2.78 mmol), EDCI (1170 mg, 6.11 mmol), and 1-HYDROXYBENZOTRIAZOLE (825 mg, 6.11 mmol) were dissolved in DCM. The reaction was allowed to stir for 10 minutes before Hunig's Base (1.066 mL, 6.11 mmol) and ethyl piperidine-4-carboxylate (0.941 mL, 6.11 mmol) were added. The reaction was allowed to stir overnight at room temperature. The reaction was diluted with water and ethyl acetate. The organic phase was washed with 1N HCl, saturated sodium b... Reactants: NCCC=1SC=CN1 (2-(2-aminoethyl)thiazole), S(=O)(=O)([O-])[O-].CSC(=[NH2+])N.CSC(=[NH2+])N (S-methylthiouronium sulphate). Yields the product S(=O)(=O)(O)O.S1C(=NC=C1)CCNC(=N)N.S1C(=NC=C1)CCNC(=N)N (2-(2-thiazolyl)ethylguanidine hemisulphate). RXN SMILES: [NH2:1][CH2:2][CH2:3][C:4]1[S:5][CH:6]=[CH:7][N:8]=1.[S:9]([O-:13])([O-:12])(=[O:11])=[O:10].CS[C:16]([NH2:18])=[NH2+:17].CS[C:21]([NH2:23])=[NH2+:22]>>[S:9]([OH:13])([OH:12])(=[O:11])=[O:10].[S:5]1[CH:6]=[CH:7][N:8]=[C:4]1[CH2:3][CH2:2][NH:1][C:16]([NH2:18])=[NH:17].[S:5]1[CH:6]=[CH:7][N:8]=[C:4]1[CH2:3][CH2:2][NH:1][C:21]([NH2:23])=[NH:22] |f:1.2.3,4.5.6|. Procedure: An intimate mixture of 2-(2-aminoethyl)thiazole (4.5 g) and S-methylthiouronium sulphate (9.8 g) is heated at 140°-150° C for one hour. Extraction with ethanol and cooling affords the crude product, m.p. 130°-135° C. Recrystallization from ethanol gives 2-(2-thiazolyl)ethylguanidine hemisulphate, m.p. 143°-145° C. Reactants: O=Cc1ccc(OCc2ccccc2)cc1, Cc1ccc(S(=O)O)cc1, CO, NC=O. Yields the product Cc1ccc(S(=O)(=O)C(NC=O)c2ccc(OCc3ccccc3)cc2)cc1. Reaction SMILES: [CH2:11]([c:12]1[cH:13][cH:14][cH:15][cH:16][cH:17]1)[O:18][c:19]1[cH:20][cH:21][c:22]([CH:23]=[O:24])[cH:25][cH:26]1.[CH3:1][c:2]1[cH:3][cH:4][c:5]([S:8](=[O:9])[OH:10])[cH:6][cH:7]1.[CH3:30][OH:31].[CH:27](=[O:28])[NH2:29]>>[CH3:1][c:2]1[cH:3][cH:4][c:5]([S:8](=[O:9])(=[O:10])[CH:23]([c:22]2[cH:21][cH:20][c:19]([O:18][CH2:11][c:12]3[cH:13][cH:14][cH:15][cH:16][cH:17]3)[cH:26][cH:25]2)[NH:29][CH:27]=[O:28])[cH:6][cH:7]1.